This data is from the Open Reaction Database (ORD), a public repository of structured organic reaction records. The task is: describe an organic reaction: reactants, conditions, products, and yield Starting materials: COC=1C=C(C=CC1OC)C=1C(C(N(N1)C1CCN(CC1)C(=O)C1=C(C=CC(=C1)O)C)=O)(C)C (5-(3,4-dimethoxyphenyl)-2-{1-[(5-hydroxy-2-methylphenyl)carbonyl]piperidin-4-yl}-4,4-dimethyl-2,4-dihydro-3H-pyrazol-3-one), C([O-])([O-])=O.[K+].[K+] (potassium carbonate), IC(C)C (2-iodopropane). The solvent is C(C)#N (acetonitrile). Yields the product COC=1C=C(C=CC1OC)C=1C(C(N(N1)C1CCN(CC1)C(=O)C1=C(C=CC(=C1)OC(C)C)C)=O)(C)C (5-(3,4-Dimethoxyphenyl)-4,4-dimethyl-2-(1-{[2-methyl-5-(propan-2-yloxy)phenyl]carbonyl}piperidin-4-yl)-2,4-dihydro-3H-pyrazol-3-one). RXN SMILES: [CH3:1][O:2][C:3]1[CH:4]=[C:5]([C:11]2[C:12]([CH3:34])([CH3:33])[C:13](=[O:32])[N:14]([CH:16]3[CH2:21][CH2:20][N:19]([C:22]([C:24]4[CH:29]=[C:28]([OH:30])[CH:27]=[CH:26][C:25]=4[CH3:31])=[O:23])[CH2:18][CH2:17]3)[N:15]=2)[CH:6]=[CH:7][C:8]=1[O:9][CH3:10].C(=O)([O-])[O-].[K+].[K+].I[CH:42]([CH3:44])[CH3:43]>C(#N)C>[CH3:1][O:2][C:3]1[CH:4]=[C:5]([C:11]2[C:12]([CH3:34])([CH3:33])[C:13](=[O:32])[N:14]([CH:16]3[CH2:21][CH2:20][N:19]([C:22]([C:24]4[CH:29]=[C:28]([O:30][CH:42]([CH3:44])[CH3:43])[CH:27]=[CH:26][C:25]=4[CH3:31])=[O:23])[CH2:18][CH2:17]3)[N:15]=2)[CH:6]=[CH:7][C:8]=1[O:9][CH3:10] |f:1.2.3|. Reported procedure: 0.28 g of 5-(3,4-dimethoxyphenyl)-2-{1-[(5-hydroxy-2-methylphenyl)carbonyl]piperidin-4-yl}-4,4-dimethyl-2,4-dihydro-3H-pyrazol-3-one (compound described in example 85) and 0.25 g potassium carbonate are suspended in 5 ml of acetonitrile. 0.31 g of 2-iodopropane is added and the reaction mixture is heated to reflux under a blanket of nitrogen for about 16 h until the reaction is completed according to TLC analysis. The solvent is evaporated under reduced pressure, and the remaining residue is tak... Reactants: C1CCOC1, CC(=O)OC(C)=O, OC(c1ccccc1)c1ccc2[nH]ncc2c1. Product: CC(=O)OC(c1ccccc1)c1ccc2[nH]ncc2c1. Reaction SMILES: [CH2:25]1[O:26][CH2:27][CH2:28][CH2:29]1.[CH3:18][C:19](=[O:20])[O:21][C:22](=[O:23])[CH3:24].[nH:1]1[n:2][cH:3][c:4]2[cH:5][c:6]([CH:10]([OH:11])[c:12]3[cH:13][cH:14][cH:15][cH:16][cH:17]3)[cH:7][cH:8][c:9]12>>[nH:1]1[n:2][cH:3][c:4]2[cH:5][c:6]([CH:10]([O:11][C:19]([CH3:18])=[O:20])[c:12]3[cH:13][cH:14][cH:15][cH:16][cH:17]3)[cH:7][cH:8][c:9]12.